This data is from the Open Reaction Database (ORD), a public repository of structured organic reaction records. The task is: describe an organic reaction: reactants, conditions, products, and yield Starting materials: B, B, C1CCOC1, CSC, OCC1(c2ccccc2)CCCN1c1ccccc1, O=C1CCS(=O)(=O)c2sccc21. Product: O=S1(=O)CCC(O)c2ccsc21. As a reaction SMILES: [BH3:13].[BH3:36].[CH2:37]1[O:38][CH2:39][CH2:40][CH2:41]1.[CH3:33][S:34][CH3:35].[c:14]1([C:15]2([CH2:16][OH:17])[CH2:18][CH2:19][CH2:20][N:21]2[c:22]2[cH:23][cH:24][cH:25][cH:26][cH:27]2)[cH:28][cH:29][cH:30][cH:31][cH:32]1.[s:1]1[cH:2][cH:3][c:4]2[c:5]1[S:6](=[O:11])(=[O:12])[CH2:7][CH2:8][C:9]2=[O:10]>>[s:1]1[cH:2][cH:3][c:4]2[c:5]1[S:6](=[O:11])(=[O:12])[CH2:7][CH2:8][CH:9]2[OH:10]. The reactants are a-bromo-3-cyclopentyloxy-4-methoxyolunene, [C-]#N.[Na+] (sodium cyanide), C1(CCCC1)OC=1C=C(C=O)C=CC1OC (3-cyclopentyloxy-4-methoxybenzaldehyde), [Br-].[Li+] (lithium bromide), C[SiH](O[SiH](C)C)C (1,1,3,3-tetramethyldisiloxane), C[Si](C)(C)Cl (trimethylsilylchloride). The solvent is CN(C=O)C (dimethylformamide), C(C)#N (acetonitrile), O (water). Run at temperature 0 celsius, time 15 minute. Product: C1(CCCC1)OC=1C=C(C=CC1OC)CC#N ((3-Cyclopentyloxy-4-methoxyphenyl)acetonitrile). The yield is 84.3%. Reaction SMILES: [CH:1]1([O:6][C:7]2[CH:8]=[C:9]([CH:12]=[CH:13][C:14]=2[O:15][CH3:16])[CH:10]=O)[CH2:5][CH2:4][CH2:3][CH2:2]1.[Br-].[Li+].C[Si](Cl)(C)C.C[SiH](C)O[SiH](C)C.[C-:31]#[N:32].[Na+]>C(#N)C.CN(C)C=O.O>[CH:1]1([O:6][C:7]2[CH:8]=[C:9]([CH2:10][C:31]#[N:32])[CH:12]=[CH:13][C:14]=2[O:15][CH3:16])[CH2:5][CH2:4][CH2:3][CH2:2]1 |f:1.2,5.6|. Procedure: To a solution of 3-cyclopentyloxy-4-methoxybenzaldehyde (20 g, 90.8 mmol) in acetonitrile (10 mL) was added lithium bromide (15 g, 173 mmol) followed by the dropwise addition of trimethylsilylchloride (17.4 mL, 137 mmol). After 15 min, the reaction mixture was cooled to 0° C., 1,1,3,3-tetramethyldisiloxane (26.7 mL, 151 mmol) was added dropwise and the resulting mixture was allowed to warm to room temperature. After stirring for 3 h, the mixture was separated into two layers. The lower layer was... The reactants are ClC1=C(N)C(=CC=C1)Cl (2,6-dichloroaniline), C(C)C1=NC(=NN1C1=CC=CC=C1)S(=O)(=O)Cl (5-Ethyl-1-phenyl-1,2,4-triazole-3-sulphonyl chloride). Reagents/catalysts: CN(C1=CC=NC=C1)C (4-dimethylaminopyridine). Solvent: N1=CC=CC=C1 (pyridine). Yields the product ClC1=C(C(=CC=C1)Cl)NS(=O)(=O)C1=NN(C(=N1)CC)C1=CC=CC=C1 (N-(2,6-dichlorophenyl)-5-ethyl-1-phenyl-1,2,4-triazole-3-sulphonamide). Yield: 30.4%. Reaction SMILES: [CH2:1]([C:3]1[N:7]([C:8]2[CH:13]=[CH:12][CH:11]=[CH:10][CH:9]=2)[N:6]=[C:5]([S:14](Cl)(=[O:16])=[O:15])[N:4]=1)[CH3:2].[Cl:18][C:19]1[CH:25]=[CH:24][CH:23]=[C:22]([Cl:26])[C:20]=1[NH2:21]>CN(C)C1C=CN=CC=1.N1C=CC=CC=1>[Cl:18][C:19]1[CH:25]=[CH:24][CH:23]=[C:22]([Cl:26])[C:20]=1[NH:21][S:14]([C:5]1[N:4]=[C:3]([CH2:1][CH3:2])[N:7]([C:8]2[CH:13]=[CH:12][CH:11]=[CH:10][CH:9]=2)[N:6]=1)(=[O:16])=[O:15]. Reported procedure: 5-Ethyl-1-phenyl-1,2,4-triazole-3-sulphonyl chloride (2.7 g), prepared by a method analogous to that of Example A, was added to a stirred solution of 2,6-dichloroaniline (1.8 g), and 4-dimethylaminopyridine (0.1 g) in dry pyridine (15 ml). After 48 hours at 25° C. most of the pyridine was removed in vacuo, and the residue was dissolved in dichloromethane. The solution was extracted with dilute hydrochloric acid and then re-evaporated. The residue was treated with 4M sodium hydroxide solution (25... Reactants: CC=1C=CC(=C(C1)[C@H](CCN(C(C)C)C(C)C)C=2C=CC=CC2)O (Tolterodine), CI (methyl iodide), C(C)#N (Acetonitrile). The solvent is C1(=CC=CC=C1)C (toluene). Reaction conditions: temperature 22.5 celsius. The product is [I-].OC1=C(C=C(C=C1)C)[C@H](CC[N+](C)(C(C)C)C(C)C)C1=CC=CC=C1 ((3R)-3-(2-Hydroxy-5-methylphenyl)-N,N-diisopropyl-N-methyl-3-phenylpropan-1-aminium iodide). RXN SMILES: [CH3:1][C:2]1[CH:3]=[CH:4][C:5]([OH:24])=[C:6]([C@@H:8]([C:18]2[CH:19]=[CH:20][CH:21]=[CH:22][CH:23]=2)[CH2:9][CH2:10][N:11]([CH:15]([CH3:17])[CH3:16])[CH:12]([CH3:14])[CH3:13])[CH:7]=1.C[I:26].[C:27](#N)C>C1(C)C=CC=CC=1>[I-:26].[OH:24][C:5]1[CH:4]=[CH:3][C:2]([CH3:1])=[CH:7][C:6]=1[C@@H:8]([C:18]1[CH:19]=[CH:20][CH:21]=[CH:22][CH:23]=1)[CH2:9][CH2:10][N+:11]([CH:12]([CH3:13])[CH3:14])([CH:15]([CH3:17])[CH3:16])[CH3:27] |f:4.5|. Procedure details: To tolterodine free base (from Example 1, 0.5 M, 2.5 ml) in toluene is added methyl iodide (1 ml). Acetonitrile (5 ml) is added to the mixture and stirred over night at 20-25° C. The solvent is removed by blowing dry nitrogen. Acetone (1 ml) and hexane (2 ml) are added and the mixture is filtered at 20-25° C. to give the title compound. Anal Calcd for C23H34INO: C, 59.10; H, 7.33; N, 3.00. Found: C, 59.00; H, 7.44; N, 3.00. The identity of the compound has been further verified and characterised... Reaction SMILES: [Cl:1][C:2]1[CH:7]=[CH:6][C:5]([C:8]2[C:13]([CH3:14])=[CH:12][N:11]=[C:10]([F:15])[CH:9]=2)=[CH:4][CH:3]=1.[Br:16]N1C(=O)CCC1=O.N(C(C)(C)C#N)=NC(C)(C)C#N>C(Cl)(Cl)(Cl)Cl>[Br:16][CH2:14][C:13]1[C:8]([C:5]2[CH:4]=[CH:3][C:2]([Cl:1])=[CH:7][CH:6]=2)=[CH:9][C:10]([F:15])=[N:11][CH:12]=1. Starting materials: ClC1=CC=C(C=C1)C1=CC(=NC=C1C)F (4-(4-chlorophenyl)-2-fluoro-5-methylpyridine), BrN1C(CCC1=O)=O (N-bromosuccinimide), N(=NC(C#N)(C)C)C(C#N)(C)C (AIBN). Procedure details: A mixture of EXAMPLE 307A (1.2 g), N-bromosuccinimide (1.06 g) and AIBN (azobisisobutyronitrile) (0.178 g) in CCl4 (30 mL) was heated under reflux for 6 hours. After cooling, the solid was filtered off. The filtrate was concentrated and loaded onto a silica gel column eluting with 3% ethyl acetate in hexanes to give the title compound. Product: BrCC=1C(=CC(=NC1)F)C1=CC=C(C=C1)Cl (5-(bromomethyl)-4-(4-chlorophenyl)-2-fluoropyridine). Run in C(Cl)(Cl)(Cl)Cl (CCl4). Yields the product C1(CCCC1)C(=O)C1=C(C=CC(=C1)C)NC(NC=1SC=C(N1)CNS(=O)(=O)CCN)=O (2-Amino-ethanesulfonic acid {2-[3-(2-cyclopentanecarbonyl-4-methyl-phenyl)-ureido]-thiazol-4-ylmethyl}-amide). Yield: 89.3%. The reactants are NCC=1N=C(SC1)NC(=O)NC1=C(C=C(C=C1)C)C(=O)C1CCCC1 (1-(4-aminomethyl-thiazol-2-yl)-3-(2-cyclopentanecarbonyl-4-methyl-phenyl)-urea), O=C1N(C(C2=CC=CC=C12)=O)CCS(=O)(=O)Cl (2-(1,3-Dioxo-1,3-dihydro-isoindol-2-yl)-ethanesulfonyl chloride), NN (hydrazine). Procedure: 2-Amino-ethanesulfonic acid {2-[3-(2-cyclopentanecarbonyl-4-methyl-phenyl)-ureido]-thiazol-4-ylmethyl}-amide (104 mg, 83%) was prepared from 1-(4-aminomethyl-thiazol-2-yl)-3-(2-cyclopentanecarbonyl-4-methyl-phenyl)-urea (90 mg, 0.25 mmol) and 2-(1,3-Dioxo-1,3-dihydro-isoindol-2-yl)-ethanesulfonyl chloride (70 mg, 0.25 mmol) following the general procedure T. This intermediate was deprotected by heating with excess of hydrazine (0.2 mL, 1.0 M. in THF). As a reaction SMILES: [NH2:1][CH2:2][C:3]1[N:4]=[C:5]([NH:8][C:9]([NH:11][C:12]2[CH:17]=[CH:16][C:15]([CH3:18])=[CH:14][C:13]=2[C:19]([CH:21]2[CH2:25][CH2:24][CH2:23][CH2:22]2)=[O:20])=[O:10])[S:6][CH:7]=1.O=C1C2C(=CC=CC=2)C(=O)[N:28]1[CH2:37][CH2:38][S:39](Cl)(=[O:41])=[O:40].NN>>[CH:21]1([C:19]([C:13]2[CH:14]=[C:15]([CH3:18])[CH:16]=[CH:17][C:12]=2[NH:11][C:9](=[O:10])[NH:8][C:5]2[S:6][CH:7]=[C:3]([CH2:2][NH:1][S:39]([CH2:38][CH2:37][NH2:28])(=[O:41])=[O:40])[N:4]=2)=[O:20])[CH2:25][CH2:24][CH2:23][CH2:22]1. Reactants: [BH4-], CO, O=C(c1ccc(F)cc1)c1ccc(Cl)cc1Cl, [Na+], O. Yields the product OC(c1ccc(F)cc1)c1ccc(Cl)cc1Cl. As a reaction SMILES: [BH4-:20].[CH3:18][OH:19].[Cl:1][c:2]1[c:3]([C:9](=[O:10])[c:11]2[cH:12][cH:13][c:14]([F:17])[cH:15][cH:16]2)[cH:4][cH:5][c:6]([Cl:8])[cH:7]1.[Na+:21].[OH2:22]>>[Cl:1][c:2]1[c:3]([CH:9]([OH:10])[c:11]2[cH:12][cH:13][c:14]([F:17])[cH:15][cH:16]2)[cH:4][cH:5][c:6]([Cl:8])[cH:7]1. Starting materials: BrC(c1ccccc1)c1ccccc1, CN(C)C=O, CCOC(C)=O, O=C1Nc2ccc(F)cc2C1=O, [H-], [Na+]. The product is O=C1C(=O)N(C(c2ccccc2)c2ccccc2)c2ccc(F)cc21. Reaction SMILES: [Br:15][CH:16]([c:17]1[cH:18][cH:19][cH:20][cH:21][cH:22]1)[c:23]1[cH:24][cH:25][cH:26][cH:27][cH:28]1.[CH3:29][N:30]([CH3:31])[CH:32]=[O:33].[CH3:34][CH2:35][O:36][C:37](=[O:38])[CH3:39].[F:1][c:2]1[cH:3][c:4]2[c:8]([cH:9][cH:10]1)[NH:7][C:6](=[O:11])[C:5]2=[O:12].[H-:13].[Na+:14]>>[F:1][c:2]1[cH:3][c:4]2[c:8]([cH:9][cH:10]1)[N:7]([CH:16]([c:17]1[cH:18][cH:19][cH:20][cH:21][cH:22]1)[c:23]1[cH:24][cH:25][cH:26][cH:27][cH:28]1)[C:6](=[O:11])[C:5]2=[O:12]. Starting materials: [Al+3], [Cl-], [Cl-], [Cl-], ClCC(Cl)(Cl)Cl, Cl, Fc1cccc(F)c1, O=C1OC(=O)c2ccccc21. Yields the product O=C(O)c1ccccc1C(=O)c1ccc(F)cc1F. Reaction SMILES: [Al+3:21].[Cl-:20].[Cl-:22].[Cl-:23].[Cl:25][CH2:26][C:27]([Cl:28])([Cl:29])[Cl:30].[ClH:24].[F:12][c:13]1[cH:14][cH:15][cH:16][c:17]([F:18])[cH:19]1.[O:1]=[C:2]1[O:3][C:4](=[O:5])[c:6]2[cH:7][cH:8][cH:9][cH:10][c:11]21>>[O:1]=[C:2]([OH:3])[c:11]1[c:6]([C:4](=[O:5])[c:14]2[c:13]([F:12])[cH:19][c:17]([F:18])[cH:16][cH:15]2)[cH:7][cH:8][cH:9][cH:10]1. Reactants: CC(C)=O, CN1CCC(=O)CC1, CI. Yields the product C[N+]1(C)CCC(=O)CC1, [I-]. As a reaction SMILES: [CH3:11][C:12](=[O:13])[CH3:14].[CH3:1][N:2]1[CH2:3][CH2:4][C:5](=[O:8])[CH2:6][CH2:7]1.[CH3:9][I:10]>>[CH3:1][N+:2]1([CH3:9])[CH2:3][CH2:4][C:5](=[O:8])[CH2:6][CH2:7]1.[I-:10].